Dataset: the Open Reaction Database (ORD), a public repository of structured organic reaction records. Task: describe an organic reaction: reactants, conditions, products, and yield Reactants: CC=1C=NC2=C3N=CC(=C(C3=CC=C2C1C)C)C (3,4,7,8-tetramethylphenanthroline), C1(CCC1)N1CCN(CCC1)C(=O)N1CC(C1)O (1-[(4-cyclobutyl-1,4-diazepan-1-yl)carbonyl]azetidin-3-ol), FC(OC1=CC=C(C=C1)I)F (1-(difluoromethoxy)-4-iodobenzene). The product is C1(CCC1)N1CCN(CCC1)C(=O)N1CC(C1)OC1=CC=C(C=C1)OC(F)F (1-cyclobutyl-4-({3-[4-(difluoromethoxy)phenoxy]azetidin-1-yl}carbonyl)-1,4-diazepane). Reaction SMILES: CC1C=NC2C(C=1C)=CC=C1C=2N=CC(C)=C1C.[CH:19]1([N:23]2[CH2:29][CH2:28][CH2:27][N:26]([C:30]([N:32]3[CH2:35][CH:34]([OH:36])[CH2:33]3)=[O:31])[CH2:25][CH2:24]2)[CH2:22][CH2:21][CH2:20]1.[F:37][CH:38]([F:47])[O:39][C:40]1[CH:45]=[CH:44][C:43](I)=[CH:42][CH:41]=1>>[CH:19]1([N:23]2[CH2:29][CH2:28][CH2:27][N:26]([C:30]([N:32]3[CH2:33][CH:34]([O:36][C:43]4[CH:44]=[CH:45][C:40]([O:39][CH:38]([F:47])[F:37])=[CH:41][CH:42]=4)[CH2:35]3)=[O:31])[CH2:25][CH2:24]2)[CH2:22][CH2:21][CH2:20]1. Procedure: In a similar fashion (Route 21, GP J) except for replacing phenanthroline with 3,4,7,8-tetramethylphenanthroline, 1-[(4-cyclobutyl-1,4-diazepan-1-yl)carbonyl]azetidin-3-ol (50 mg, 0.19 mmol) and 1-(difluoromethoxy)-4-iodobenzene (81 mg, 0.3 mmol) gave the title compound as colourless oil after purification by preparative HPLC (47 mg, 57%).